Dataset: the Open Reaction Database (ORD), a public repository of structured organic reaction records. Task: describe an organic reaction: reactants, conditions, products, and yield Reactants: CCC(=O)OC1C(COC(C)=O)OC(n2cc3c(N)cc4c(=O)[nH]ncc(n2)c34)C1OC(C)=O, C1COCCO1, S=P12SP3(=S)SP(=S)(S1)SP(=S)(S2)S3, c1ccncc1. Yields the product CCC(=O)OC1C(COC(C)=O)OC(n2cc3c(N)cc4c(=S)[nH]ncc(n2)c34)C1OC(C)=O. RXN SMILES: [NH2:1][c:2]1[cH:3][c:4]2[c:5](=[O:34])[nH:6][n:7][cH:8][c:9]3[c:10]2[c:11]1[cH:12][n:13]([CH:15]1[CH:16]([O:17][C:18]([CH3:19])=[O:20])[CH:21]([O:22][C:23]([CH2:24][CH3:25])=[O:26])[CH:27]([CH2:29][O:30][C:31]([CH3:32])=[O:33])[O:28]1)[n:14]3.[O:55]1[CH2:56][CH2:57][O:58][CH2:59][CH2:60]1.[P:41]12(=[S:42])[S:43][P:44]3(=[S:54])[S:45][P:46](=[S:52])([S:47][P:48](=[S:51])([S:49]3)[S:50]1)[S:53]2.[cH:35]1[cH:36][cH:37][n:38][cH:39][cH:40]1>>[NH2:1][c:2]1[cH:3][c:4]2[c:5](=[S:42])[nH:6][n:7][cH:8][c:9]3[c:10]2[c:11]1[cH:12][n:13]([CH:15]1[CH:16]([O:17][C:18]([CH3:19])=[O:20])[CH:21]([O:22][C:23]([CH2:24][CH3:25])=[O:26])[CH:27]([CH2:29][O:30][C:31]([CH3:32])=[O:33])[O:28]1)[n:14]3. Starting materials: FC1=C(C=C(C=C1)S(=O)(=O)C)C(=O)N1CCN(CC1)C1=NC=C(C=C1)C(F)(F)F ((2-fluoro-5-methanesulfonyl-phenyl)-[4-(5-trifluoromethyl-pyridin-2-yl)-piperazin-1-yl]-methanone), FC1=C(C=C(C=C1)S(=O)(=O)C)C(=O)N1CCN(CC1)C1=NC=C(C=C1)C(F)(F)F ((2-fluoro-5-methanesulfonyl-phenyl)-[4-(5-trifluoromethyl-pyridin-2-yl)-piperazin-1-yl]-methanone), FC(C(C)(C)O)(F)F (2-trifluoromethyl-2-propanol), C([O-])([O-])=O.[K+].[K+] (potassium carbonate), C([O-])([O-])=O.[Cs+].[Cs+] (cesium carbonate). Run in CC(=O)N(C)C (dimethylacetamide). Run at time 1 hour. Product: CS(=O)(=O)C=1C=CC(=C(C1)C(=O)N1CCN(CC1)C1=NC=C(C=C1)C(F)(F)F)OC(C(F)(F)F)(C)C ([5-Methanesulfonyl-2-(2,2,2-trifluoro-1,1-dimethyl-ethoxy)-phenyl]-[4-(5-trifluoromethyl-pyridin-2-yl)-piperazin-1-yl]-methanone). As a reaction SMILES: F[C:2]1[CH:7]=[CH:6][C:5]([S:8]([CH3:11])(=[O:10])=[O:9])=[CH:4][C:3]=1[C:12]([N:14]1[CH2:19][CH2:18][N:17]([C:20]2[CH:25]=[CH:24][C:23]([C:26]([F:29])([F:28])[F:27])=[CH:22][N:21]=2)[CH2:16][CH2:15]1)=[O:13].[F:30][C:31]([F:37])([F:36])[C:32]([OH:35])([CH3:34])[CH3:33].C(=O)([O-])[O-].[K+].[K+].C(=O)([O-])[O-].[Cs+].[Cs+]>CC(N(C)C)=O>[CH3:11][S:8]([C:5]1[CH:6]=[CH:7][C:2]([O:35][C:32]([CH3:34])([CH3:33])[C:31]([F:37])([F:36])[F:30])=[C:3]([C:12]([N:14]2[CH2:19][CH2:18][N:17]([C:20]3[CH:25]=[CH:24][C:23]([C:26]([F:27])([F:28])[F:29])=[CH:22][N:21]=3)[CH2:16][CH2:15]2)=[O:13])[CH:4]=1)(=[O:10])=[O:9] |f:2.3.4,5.6.7|. Reported procedure: A solution of (2-fluoro-5-methanesulfonyl-phenyl)-[4-(5-trifluoromethyl-pyridin-2-yl)-piperazin-1-yl]-methanone (compound 2.3) (20 mg), 2-trifluoromethyl-2-propanol (0.053 mL), potassium carbonate or cesium carbonate (3 equivalents) in dimethylacetamide was heated at 150° C. for 30 min and then at 180° C. for 1 h in a microwave oven. After such time the reaction mixture was concentrated and purified by column chromatography (SiO2) to yield the title compound as a light yellow solid (4.9 mg). MS ...